Dataset: the Open Reaction Database (ORD), a public repository of structured organic reaction records. Task: describe an organic reaction: reactants, conditions, products, and yield The reactants are CCCOc1ccc2c(c1)C(c1ccc(OC)cc1-c1cccc(C(=O)O)c1)C(C(=O)OC)C2c1ccc2c(c1)OCO2, CC(C)O, Cl, [Na+], [OH-], O. RXN SMILES: [C:1](=[O:2])([OH:3])[c:4]1[cH:5][c:6](-[c:10]2[c:11]([CH:18]3[CH:19]([C:40](=[O:41])[O:42][CH3:43])[CH:20]([c:31]4[cH:32][c:33]5[c:34]([cH:35][cH:36]4)[O:37][CH2:38][O:39]5)[c:21]4[cH:22][cH:23][c:24]([O:27][CH2:28][CH2:29][CH3:30])[cH:25][c:26]43)[cH:12][cH:13][c:14]([O:16][CH3:17])[cH:15]2)[cH:7][cH:8][cH:9]1.[CH3:47][CH:48]([OH:49])[CH3:50].[ClH:46].[Na+:45].[OH-:44].[OH2:51]>>[C:1](=[O:2])([OH:3])[c:4]1[cH:5][c:6](-[c:10]2[c:11]([CH:18]3[CH:19]([C:40](=[O:41])[OH:42])[CH:20]([c:31]4[cH:32][c:33]5[c:34]([cH:35][cH:36]4)[O:37][CH2:38][O:39]5)[c:21]4[cH:22][cH:23][c:24]([O:27][CH2:28][CH2:29][CH3:30])[cH:25][c:26]43)[cH:12][cH:13][c:14]([O:16][CH3:17])[cH:15]2)[cH:7][cH:8][cH:9]1. Product: CCCOc1ccc2c(c1)C(c1ccc(OC)cc1-c1cccc(C(=O)O)c1)C(C(=O)O)C2c1ccc2c(c1)OCO2. The reactants are COc1ccc(C(C)(C)C)cc1S(=O)(=O)Cl, ClCCl, [K+], O=[N+]([O-])[O-], O, O=S(=O)(O)O. Product: COc1c([N+](=O)[O-])cc(C(C)(C)C)cc1S(=O)(=O)Cl. As a reaction SMILES: [C:6]([CH3:7])([CH3:8])([CH3:9])[c:10]1[cH:11][cH:12][c:13]([O:20][CH3:21])[c:14]([S:16](=[O:17])(=[O:18])[Cl:19])[cH:15]1.[Cl:28][CH2:29][Cl:30].[K+:22].[O-:23][N+:24]([O-:25])=[O:26].[OH2:27].[S:1](=[O:2])(=[O:3])([OH:4])[OH:5]>>[C:6]([CH3:7])([CH3:8])([CH3:9])[c:10]1[cH:11][c:12]([N+:24](=[O:23])[O-:25])[c:13]([O:20][CH3:21])[c:14]([S:16](=[O:17])(=[O:18])[Cl:19])[cH:15]1. The reactants are Heterocycles, ClC1=C(CN2C3=CC=CC=C3C=3C=C(N=CC23)C(=O)OC)C=C(C=C1)Cl (methyl 9-(2,5-dichlorobenzyl)-9H-β-carboline-3-carboxylate), [OH-].[Na+] (sodium hydroxide), O (water). The solvent is C(C)O (ethanol). Yields the product ClC1=C(CN2C3=CC=CC=C3C=3C=C(N=CC23)C(=O)O)C=C(C=C1)Cl (9-(2,5-Dichlorobenzyl)-9H-β-carboline-3-carboxylic acid), product. Isolated yield 87.0%. Reaction SMILES: [Cl:1][C:2]1[CH:25]=[CH:24][C:23]([Cl:26])=[CH:22][C:3]=1[CH2:4][N:5]1[C:17]2[CH:16]=[N:15][C:14]([C:18]([O:20]C)=[O:19])=[CH:13][C:12]=2[C:11]2[C:6]1=[CH:7][CH:8]=[CH:9][CH:10]=2.[OH-].[Na+].O>C(O)C>[Cl:1][C:2]1[CH:25]=[CH:24][C:23]([Cl:26])=[CH:22][C:3]=1[CH2:4][N:5]1[C:17]2[CH:16]=[N:15][C:14]([C:18]([OH:20])=[O:19])=[CH:13][C:12]=2[C:11]2[C:6]1=[CH:7][CH:8]=[CH:9][CH:10]=2 |f:1.2|. Procedure details: 9-(2,5-Dichlorobenzyl)-9H-β-carboline-3-carboxylic acid was prepared as described for the corresponding 9-unsubstituted compound (Hagen et al., Heterocycles 1986, 24:2845). A mixture of methyl 9-(2,5-dichlorobenzyl)-9H-β-carboline-3-carboxylate (15.0 g, 0.0389 mol), sodium hydroxide (2.0 g, 0.05 mol), water (75 mL), and 95% ethanol (200 mL) was refluxed for 1 hour. The mixture was concentrated in vacuo, and the residue dissolved in warm water (500 mL), and the pH adjusted to 3 using dilute HCl w... Reactants: Cc1oc2cc(C3CC(=O)OC(=O)C3)ccc2c1C, CN, Cc1ccccc1, CC(=O)O, O. Yields the product Cc1oc2cc(C3CC(=O)N(C)C(=O)C3)ccc2c1C. As a reaction SMILES: [CH3:1][c:2]1[o:3][c:4]2[c:5]([c:6]1[CH3:7])[cH:8][cH:9][c:10]([CH:12]1[CH2:13][C:14](=[O:15])[O:16][C:17](=[O:19])[CH2:18]1)[cH:11]2.[CH3:20][NH2:21].[CH3:23][c:24]1[cH:25][cH:26][cH:27][cH:28][cH:29]1.[CH3:30][C:31](=[O:32])[OH:33].[OH2:22]>>[CH3:1][c:2]1[o:3][c:4]2[c:5]([c:6]1[CH3:7])[cH:8][cH:9][c:10]([CH:12]1[CH2:13][C:14](=[O:15])[N:21]([CH3:20])[C:17](=[O:19])[CH2:18]1)[cH:11]2. Starting materials: CCCC(=O)Nc1cc(C(=O)OCC)ccc1[N+](=O)[O-], CCCCI, CN(C)C=O, CCOC(C)=O, Cl, [H-], [Na+]. RXN SMILES: [C:1]([CH2:2][CH2:3][CH3:4])(=[O:5])[NH:6][c:7]1[cH:8][c:9]([C:10](=[O:11])[O:12][CH2:13][CH3:14])[cH:15][cH:16][c:17]1[N+:18](=[O:19])[O-:20].[CH2:23]([CH2:24][CH2:25][CH3:26])[I:27].[CH3:29][N:30]([CH3:31])[CH:32]=[O:33].[CH3:34][CH2:35][O:36][C:37](=[O:38])[CH3:39].[ClH:28].[H-:21].[Na+:22]>>[C:1]([CH2:2][CH2:3][CH2:4][CH2:23][CH2:24][CH2:25][CH3:26])(=[O:5])[NH:6][c:7]1[cH:8][c:9]([C:10](=[O:11])[O:12][CH2:13][CH3:14])[cH:15][cH:16][c:17]1[N+:18](=[O:19])[O-:20]. Yields the product CCCCCCCC(=O)Nc1cc(C(=O)OCC)ccc1[N+](=O)[O-]. Reactants: CC(C)(C)OC(=O)NC(COc1cc(C#N)ccc1I)Cc1ccc(OC2CCN(C(=O)OCc3ccccc3)CC2)cc1, CCN(CC(C)C)CC(C)C, CCOC(C)=O, Cl, C1COCCO1, O=S(=O)(Cl)c1ccccc1. Product: N#Cc1ccc(I)c(OCC(Cc2ccc(OC3CCN(C(=O)OCc4ccccc4)CC3)cc2)NS(=O)(=O)c2ccccc2)c1. Reaction SMILES: [CH2:1]([c:2]1[cH:3][cH:4][cH:5][cH:6][cH:7]1)[O:8][C:9](=[O:10])[N:11]1[CH2:12][CH2:13][CH:14]([O:17][c:18]2[cH:19][cH:20][c:21]([CH2:24][CH:25]([CH2:26][O:27][c:28]3[cH:29][c:30]([C:31]#[N:32])[cH:33][cH:34][c:35]3[I:36])[NH:37][C:38]([O:39][C:40]([CH3:41])([CH3:42])[CH3:43])=[O:44])[cH:22][cH:23]2)[CH2:15][CH2:16]1.[CH2:45]([N:46]([CH2:47][CH3:48])[CH2:49][CH:50]([CH3:51])[CH3:52])[CH:53]([CH3:54])[CH3:55].[CH3:66][CH2:67][O:68][C:69](=[O:70])[CH3:71].[ClH:72].[O:73]1[CH2:74][CH2:75][O:76][CH2:77][CH2:78]1.[c:56]1([S:62](=[O:63])(=[O:64])[Cl:65])[cH:57][cH:58][cH:59][cH:60][cH:61]1>>[CH2:1]([c:2]1[cH:3][cH:4][cH:5][cH:6][cH:7]1)[O:8][C:9](=[O:10])[N:11]1[CH2:12][CH2:13][CH:14]([O:17][c:18]2[cH:19][cH:20][c:21]([CH2:24][CH:25]([CH2:26][O:27][c:28]3[cH:29][c:30]([C:31]#[N:32])[cH:33][cH:34][c:35]3[I:36])[NH:37][S:62]([c:56]3[cH:57][cH:58][cH:59][cH:60][cH:61]3)(=[O:63])=[O:64])[cH:22][cH:23]2)[CH2:15][CH2:16]1.